Dataset: the Open Reaction Database (ORD), a public repository of structured organic reaction records. Task: describe an organic reaction: reactants, conditions, products, and yield Run in CN(C)C=O (DMF), CN(C)C=O (DMF). Yields the product C(=O)(O)C(C(=O)OC)(CC1=CC=C(C=C1)C)SCC1=CC=CC=C1 (methyl 2-(carboxy)(phenyl)methylthio-3-(4-methylphenyl)propionate). Procedure: A solution of methyl 2-mercapto-3-(4-methylphenyl)propionate (17.5 g) in DMF (30 ml) was added dropwise to a mixture of α-bromophenylacetic acid (17.0 g), potassium carbonate (34.4 g) and DMF (120 ml), followed by stirring for an hour at room temperature. The reaction mixture was poured into water (300 ml) and extracted with ether. The aqueous layer was acidified with conc. HCl and extracted with ether. The ethereal layer was washed with water, dried (MgSO4) and concentrated to give methyl 2-(ca... Reactants: O (water), SC(C(=O)OC)CC1=CC=C(C=C1)C (methyl 2-mercapto-3-(4-methylphenyl)propionate), BrC(C(=O)O)C1=CC=CC=C1 (α-bromophenylacetic acid), C([O-])([O-])=O.[K+].[K+] (potassium carbonate). As a reaction SMILES: [SH:1][CH:2]([CH2:7][C:8]1[CH:13]=[CH:12][C:11]([CH3:14])=[CH:10][CH:9]=1)[C:3]([O:5][CH3:6])=[O:4].Br[CH:16]([C:20]1[CH:25]=[CH:24][CH:23]=[CH:22][CH:21]=1)C(O)=O.[C:26](=O)([O-:28])[O-:27].[K+].[K+].O>CN(C=O)C>[C:26]([C:2]([S:1][CH2:16][C:20]1[CH:25]=[CH:24][CH:23]=[CH:22][CH:21]=1)([CH2:7][C:8]1[CH:9]=[CH:10][C:11]([CH3:14])=[CH:12][CH:13]=1)[C:3]([O:5][CH3:6])=[O:4])([OH:28])=[O:27] |f:2.3.4|. Isolated yield 94.4%. The reactants are COC(=O)c1cccc(C2(C#N)CCC2)c1, CO, [Li+], C1CCOC1, [OH-], O, O. Yields the product N#CC1(c2cccc(C(=O)O)c2)CCC1. RXN SMILES: [C:1](#[N:2])[C:3]1([c:7]2[cH:8][c:9]([C:10](=[O:11])[O:12][CH3:13])[cH:14][cH:15][cH:16]2)[CH2:4][CH2:5][CH2:6]1.[CH3:25][OH:26].[Li+:19].[O:20]1[CH2:21][CH2:22][CH2:23][CH2:24]1.[OH-:18].[OH2:17].[OH2:27]>>[C:1](#[N:2])[C:3]1([c:7]2[cH:8][c:9]([C:10](=[O:11])[OH:12])[cH:14][cH:15][cH:16]2)[CH2:4][CH2:5][CH2:6]1. The reactants are C(C)O (ethanol), C(C)OC(=O)C=1C=C2CCC(NC2=CC1)=O (6-ethoxycarbonyl-3,4-dihydrocarbostyril), CC[O-].[Na+] (sodium ethylate), C(C1=CC=CC=C1)N1CCNCC1 (benzylpiperazine). Solvent: C(Cl)(Cl)Cl (chloroform). Yields the product C(C1=CC=CC=C1)N1CCN(CC1)C(=O)C=1C=C2CCC(NC2=CC1)=O (6-(4-benzyl-1-piperazinylcarbonyl)-3,4-dihydrocarbostyril). The yield is 9.5%. RXN SMILES: C(O)C.C(O[C:7]([C:9]1[CH:10]=[C:11]2[C:16](=[CH:17][CH:18]=1)[NH:15][C:14](=[O:19])[CH2:13][CH2:12]2)=[O:8])C.CC[O-].[Na+].[CH2:24]([N:31]1[CH2:36][CH2:35][NH:34][CH2:33][CH2:32]1)[C:25]1[CH:30]=[CH:29][CH:28]=[CH:27][CH:26]=1>C(Cl)(Cl)Cl>[CH2:24]([N:31]1[CH2:36][CH2:35][N:34]([C:7]([C:9]2[CH:10]=[C:11]3[C:16](=[CH:17][CH:18]=2)[NH:15][C:14](=[O:19])[CH2:13][CH2:12]3)=[O:8])[CH2:33][CH2:32]1)[C:25]1[CH:26]=[CH:27][CH:28]=[CH:29][CH:30]=1 |f:2.3|. Procedure: To 100 ml of ethanol was added 2.0 g of 6-ethoxycarbonyl-3,4-dihydrocarbostyril, 0.5 g of sodium ethylate and 1.6 g of benzylpiperazine, the mixture was reacted in an autoclave under 110 atmospheric pressure at 140°-150° C. for 6 hours. After the reaction was completed, the reaction mixture was cooled and concentrated under a reduced pressure. The residue thus obtained was dissolved in 200 ml of chloroform and the chloroform solution was washed with 1%-potassium carbonate aqueous solution, a dil...